This data is from the Open Reaction Database (ORD), a public repository of structured organic reaction records. The task is: describe an organic reaction: reactants, conditions, products, and yield Starting materials: [Al+3], ClCCCl, [Cl-], [Cl-], [Cl-], O=S(=O)(c1ccccc1)n1cccc1, Cc1ccc(C(=O)Cl)cc1. Yields the product Cc1ccc(C(=O)c2ccn(S(=O)(=O)c3ccccc3)c2)cc1. As a reaction SMILES: [Al+3:2].[CH2:29]([Cl:30])[CH2:31][Cl:32].[Cl-:1].[Cl-:3].[Cl-:4].[c:15]1([S:21](=[O:22])(=[O:23])[n:24]2[cH:25][cH:26][cH:27][cH:28]2)[cH:16][cH:17][cH:18][cH:19][cH:20]1.[c:5]1([CH3:14])[cH:6][cH:7][c:8]([C:11](=[O:12])[Cl:13])[cH:9][cH:10]1>>[c:5]1([CH3:14])[cH:6][cH:7][c:8]([C:11](=[O:12])[c:27]2[cH:26][cH:25][n:24]([S:21]([c:15]3[cH:16][cH:17][cH:18][cH:19][cH:20]3)(=[O:22])=[O:23])[cH:28]2)[cH:9][cH:10]1.